This data is from the Open Reaction Database (ORD), a public repository of structured organic reaction records. The task is: describe an organic reaction: reactants, conditions, products, and yield The reactants are N1=CC(=CC=C1)N1N=CC(=C1)N (1-(pyridin-3-yl)-1H-pyrazol-4-amine), FC(CC(C(=O)O)C)(F)F (4,4,4-trifluoro-2-methylbutanoic acid), 4-N,N-dimethylaminopyridine, Cl.CN(CCCN=C=NCC)C (1-(3-dimethylaminopropyl)-3-ethylcarbodiimide hydrochloride). Solvent: ClC(C)Cl (dichloroethane). Run at time 8 hour. Product: FC(CC(C(=O)NC=1C=NN(C1)C=1C=NC=CC1)C)(F)F (4,4,4-trifluoro-2-methyl-N-(1-(pyridin-3-yl)-1H-pyrazol-4-yl)butanamide). The yield is 54.1%. Reaction SMILES: [N:1]1[CH:6]=[CH:5][CH:4]=[C:3]([N:7]2[CH:11]=[C:10]([NH2:12])[CH:9]=[N:8]2)[CH:2]=1.[F:13][C:14]([F:22])([F:21])[CH2:15][CH:16]([CH3:20])[C:17](O)=[O:18].Cl.CN(C)CCCN=C=NCC>ClC(Cl)C>[F:13][C:14]([F:22])([F:21])[CH2:15][CH:16]([CH3:20])[C:17]([NH:12][C:10]1[CH:9]=[N:8][N:7]([C:3]2[CH:2]=[N:1][CH:6]=[CH:5][CH:4]=2)[CH:11]=1)=[O:18] |f:2.3|. Procedure details: To a solution of 1-(pyridin-3-yl)-1H-pyrazol-4-amine (0.150 g, 0.93 mmol) in dichloroethane (1.8 ml) was added 4,4,4-trifluoro-2-methylbutanoic acid (0.14 g, 0.93 mmol) and 4-N,N-dimethylaminopyridine (0.23 g, 1.87 mmol) followed by 1-(3-dimethylaminopropyl)-3-ethylcarbodiimide hydrochloride (0.36 g, 1.87 mmol). The reaction stirred at room temperature overnight. The reaction mixture was concentrated and the crude product was purified by silica gel chromatography eluting with 0-5% MeOH/dichlorom... Starting materials: CCc1cc(-c2cncc(C(=O)O)c2)c(C)[nH]c1=O, NCC(=O)c1ccccc1. Product: CCc1cc(-c2cncc(C(=O)NCC(=O)c3ccccc3)c2)c(C)[nH]c1=O. Reaction SMILES: [CH2:1]([CH3:2])[c:3]1[cH:4][c:5](-[c:11]2[cH:12][n:13][cH:14][c:15]([C:17](=[O:18])[OH:19])[cH:16]2)[c:6]([CH3:10])[nH:7][c:8]1=[O:9].[O:20]=[C:21]([CH2:22][NH2:23])[c:24]1[cH:25][cH:26][cH:27][cH:28][cH:29]1>>[CH2:1]([CH3:2])[c:3]1[cH:4][c:5](-[c:11]2[cH:12][n:13][cH:14][c:15]([C:17](=[O:19])[NH:23][CH2:22][C:21](=[O:20])[c:24]3[cH:25][cH:26][cH:27][cH:28][cH:29]3)[cH:16]2)[c:6]([CH3:10])[nH:7][c:8]1=[O:9].